describe an organic reaction: reactants, conditions, products, and yield From a dataset of the Open Reaction Database (ORD), a public repository of structured organic reaction records. Starting materials: COC(CN)OC, Cc1ccccc1, O=Cc1cccc(Cl)c1Cl. Yields the product COC(OC)C(N)=Cc1cccc(Cl)c1Cl. As a reaction SMILES: [CH3:11][O:12][CH:13]([CH2:14][NH2:15])[O:16][CH3:17].[CH3:18][c:19]1[cH:20][cH:21][cH:22][cH:23][cH:24]1.[Cl:1][c:2]1[c:3]([CH:4]=[O:5])[cH:6][cH:7][cH:8][c:9]1[Cl:10]>>[Cl:1][c:2]1[c:3]([CH:4]=[C:14]([CH:13]([O:12][CH3:11])[O:16][CH3:17])[NH2:15])[cH:6][cH:7][cH:8][c:9]1[Cl:10]. Reactants: O=C[O-], O=CO, O=C(CCl)c1ccc(O)c(O)c1, Cl, [Na+], O. Product: O=C(CO)c1ccc(O)c(O)c1. As a reaction SMILES: [CH:14](=[O:15])[O-:16].[CH:19]([OH:20])=[O:21].[Cl:1][CH2:2][C:3](=[O:4])[c:5]1[cH:6][c:7]([OH:12])[c:8]([OH:9])[cH:10][cH:11]1.[ClH:18].[Na+:17].[OH2:13]>>[CH2:2]([C:3](=[O:4])[c:5]1[cH:6][c:7]([OH:12])[c:8]([OH:9])[cH:10][cH:11]1)[OH:15]. The reactants are ClC1=C(C=C2C(=CNC2=C1)C=O)C1=CC=C(C=C1)C1(CCC1)O (6-chloro-5-[4-(1-hydroxy-cyclobutyl)-phenyl]-1H-indole-3-carbaldehyde), C1(CCCCC1)P(C1=C(C=CC=C1)C1=C(C=CC=C1OC)OC)C1CCCCC1 (dicyclohexyl(2′,6′-dimethoxybiphenyl-2-yl)phosphane), O.P(=O)([O-])([O-])[O-].[K+].[K+].[K+] (potassium phosphate monohydrate), CB(O)O (methyl boronic acid), [Cl-].[NH4+] (ammonium chloride). The reagents and catalysts are C(C)(=O)[O-].[Pd+2].C(C)(=O)[O-] (palladium acetate). The solvent is O1CCOCC1 (1,4-dioxane). Reaction conditions: time 1 hour. Yields the product OC1(CCC1)C1=CC=C(C=C1)C=1C=C2C(=CNC2=CC1C)C=O (5-[4-(1-hydroxycyclobutyl)phenyl]-6-methyl-1H-indole-3-carbaldehyde). RXN SMILES: [CH:1]1(P(C2CCCCC2)C2C=CC=CC=2C2C(OC)=CC=CC=2OC)CCCCC1.O.P([O-])([O-])([O-])=O.[K+].[K+].[K+].CB(O)O.Cl[C:44]1[CH:52]=[C:51]2[C:47]([C:48]([CH:53]=[O:54])=[CH:49][NH:50]2)=[CH:46][C:45]=1[C:55]1[CH:60]=[CH:59][C:58]([C:61]2([OH:65])[CH2:64][CH2:63][CH2:62]2)=[CH:57][CH:56]=1.[Cl-].[NH4+]>O1CCOCC1.C([O-])(=O)C.[Pd+2].C([O-])(=O)C>[OH:65][C:61]1([C:58]2[CH:57]=[CH:56][C:55]([C:45]3[CH:46]=[C:47]4[C:51](=[CH:52][C:44]=3[CH3:1])[NH:50][CH:49]=[C:48]4[CH:53]=[O:54])=[CH:60][CH:59]=2)[CH2:64][CH2:63][CH2:62]1 |f:1.2.3.4.5,8.9,11.12.13|. Procedure details: A mixture of dicyclohexyl(2′,6′-dimethoxybiphenyl-2-yl)phosphane (62.8 mg, 0.153 mmol), palladium acetate (13.7 mg, 0.061 mmol), tribasic potassium phosphate monohydrate (566 mg, 2.46 mmol), and methyl boronic acid (184 mg, 3.07 mmol) was sealed in a microwave tube and evacuated and backfilled with nitrogen three times. Deoxygenated 1,4-dioxane (1.5 mL) was added and the mixture was stirred vigorously at room temperature for one hour. A solution of 6-chloro-5-[4-(1-hydroxy-cyclobutyl)-phenyl]-1H... Starting materials: [OH-].[Na+] (sodium hydroxide), C(C)(C)(C)OC(=O)NCC(=O)N[C@@]1([C@@H]2[C@H]([C@@H]2[C@@H](C1)SC1=NN=CN1)C(=O)OCC)C(=O)OCC (diethyl (1R,2S,4R,5R,6R)-2-[[2-(tert-butoxycarbonylamino)acetyl]amino]-4-(4H-1,2,4-triazol-3-ylsulfanyl)bicyclo[3.1.0]hexane-2,6-dicarboxylate). Solvent: O1CCCC1 (tetrahydrofuran), O (water). Conditions: temperature 2.5 celsius, time 2 hour. Product: C(C)(C)(C)OC(=O)NCC(=O)N[C@@]1([C@@H]2[C@H]([C@@H]2[C@@H](C1)SC1=NN=CN1)C(=O)O)C(=O)O ((1R,2S,4R,5R,6R)-2-[[2-(tert-Butoxycarbonylamino)acetyl]amino]-4-(4H-1,2,4-triazol-3-ylsulfanyl)bicyclo[3.1.0]hexane-2,6-dicarboxylic acid). Isolated yield 60.1%. Reaction SMILES: [OH-].[Na+].[C:3]([O:7][C:8]([NH:10][CH2:11][C:12]([NH:14][C@@:15]1([C:32]([O:34]CC)=[O:33])[CH2:20][C@@H:19]([S:21][C:22]2[NH:26][CH:25]=[N:24][N:23]=2)[C@@H:18]2[C@H:16]1[C@H:17]2[C:27]([O:29]CC)=[O:28])=[O:13])=[O:9])([CH3:6])([CH3:5])[CH3:4]>O1CCCC1.O>[C:3]([O:7][C:8]([NH:10][CH2:11][C:12]([NH:14][C@@:15]1([C:32]([OH:34])=[O:33])[CH2:20][C@@H:19]([S:21][C:22]2[NH:26][CH:25]=[N:24][N:23]=2)[C@@H:18]2[C@H:16]1[C@H:17]2[C:27]([OH:29])=[O:28])=[O:13])=[O:9])([CH3:6])([CH3:4])[CH3:5] |f:0.1|. Procedure: Add 2M sodium hydroxide (4.5 mL, 9 mmol) to a stirred solution of diethyl (1R,2S,4R,5R,6R)-2-[[2-(tert-butoxycarbonylamino)acetyl]amino]-4-(4H-1,2,4-triazol-3-ylsulfanyl)bicyclo[3.1.0]hexane-2,6-dicarboxylate (1.4 g, 2.81 mmol) in tetrahydrofuran (8 mL) at room temperature. Stir the biphasic mixture for 2 hours, dilute the reaction mixture with water (50 mL) and wash with diethyl ether (50 mL). Cool the aqueous layer to 0-5° C., acidify to pH=2 with 2M hydrochloric acid and extract with ethyl ac...